Dataset: the Open Reaction Database (ORD), a public repository of structured organic reaction records. Task: describe an organic reaction: reactants, conditions, products, and yield The reactants are O=C([O-])O, CCOCC, O=C(Cl)c1ccc(CCl)cc1, Cl, NO, [Na+], O. The product is O=C(NO)c1ccc(CCl)cc1. RXN SMILES: [C:15](=[O:16])([O-:17])[OH:18].[CH3:21][CH2:22][O:23][CH2:24][CH3:25].[Cl:1][CH2:2][c:3]1[cH:4][cH:5][c:6]([C:7](=[O:8])[Cl:9])[cH:10][cH:11]1.[ClH:12].[NH2:13][OH:14].[Na+:19].[OH2:20]>>[Cl:1][CH2:2][c:3]1[cH:4][cH:5][c:6]([C:7](=[O:8])[NH:13][OH:14])[cH:10][cH:11]1. The reactants are CCC1=CC(=O)C2(C)CCC3c4ccc(OC)cc4CCC3C12, C[Mg+], CCOC(C)=O, CCOCC, ClC(Cl)Cl, [Cl-], [Cu]I, [I-], N, [NH4+], C1CCOC1. Yields the product CCC1(C)CC(=O)C2(C)CCC3c4ccc(OC)cc4CCC3C12. As a reaction SMILES: [CH2:9]([CH3:10])[C:11]1=[CH:12][C:13](=[O:31])[C:14]2([CH3:15])[CH:16]1[CH:17]1[CH2:18][CH2:19][c:20]3[cH:21][c:22]([O:29][CH3:30])[cH:23][cH:24][c:25]3[CH:26]1[CH2:27][CH2:28]2.[CH3:2][Mg+:3].[CH3:46][CH2:47][O:48][C:49](=[O:50])[CH3:51].[CH3:4][CH2:5][O:6][CH2:7][CH3:8].[CH:42]([Cl:43])([Cl:44])[Cl:45].[Cl-:32].[Cu:40][I:41].[I-:1].[NH3:34].[NH4+:33].[O:35]1[CH2:36][CH2:37][CH2:38][CH2:39]1>>[CH3:4][C:11]1([CH2:9][CH3:10])[CH2:12][C:13](=[O:31])[C:14]2([CH3:15])[CH:16]1[CH:17]1[CH2:18][CH2:19][c:20]3[cH:21][c:22]([O:29][CH3:30])[cH:23][cH:24][c:25]3[CH:26]1[CH2:27][CH2:28]2. Starting materials: CNC1=CC=C(C(=O)NC=2C=NC3=CC=CC=C3C2)C=C1 (4-methylamino-N-quinolin-3-yl-benzamide), C1CCC(CC1)C=O (cyclohexylcarboxaldehyde), C(C)(=O)O[BH-](OC(C)=O)OC(C)=O.C[N+](C)(C)C (tetramethylammonium triacetoxyborohydride). Run in ClCCCl (1,2-dichloroethane). Yields the product C1(CCCCC1)CN(C1=CC=C(C(=O)NC=2C=NC3=CC=CC=C3C2)C=C1)C (4-(Cyclohexylmethyl-methyl-amino)-N-quinolin-3-yl-benzamide). Reaction SMILES: [CH3:1][NH:2][C:3]1[CH:21]=[CH:20][C:6]([C:7]([NH:9][C:10]2[CH:11]=[N:12][C:13]3[C:18]([CH:19]=2)=[CH:17][CH:16]=[CH:15][CH:14]=3)=[O:8])=[CH:5][CH:4]=1.[CH2:22]1[CH2:27][CH2:26][CH:25](C=O)[CH2:24][CH2:23]1.[C:30](O[BH-](OC(=O)C)OC(=O)C)(=O)C.C[N+](C)(C)C>ClCCCl>[CH:22]1([CH2:1][N:2]([CH3:30])[C:3]2[CH:4]=[CH:5][C:6]([C:7]([NH:9][C:10]3[CH:11]=[N:12][C:13]4[C:18]([CH:19]=3)=[CH:17][CH:16]=[CH:15][CH:14]=4)=[O:8])=[CH:20][CH:21]=2)[CH2:27][CH2:26][CH2:25][CH2:24][CH2:23]1 |f:2.3|. Procedure: A solution of 4-methylamino-N-quinolin-3-yl-benzamide (0.075 g, 0.27 mmol), cyclohexylcarboxaldehyde (0.049 mL, 0.405 mmol) and tetramethylammonium triacetoxyborohydride (0.213 g, 0.81 mmol) in 1,2-dichloroethane was heated to 85° C. in a sealed tube for 18 hours. The solution was cooled to room temperature and washed with a solution of ammonium hydroxide in water. The product was preabsorbed on silica gel and purified by flash chromatography, using ethyl acetate/hexane (1/1) as the eluant, to g...